From a dataset of the Open Reaction Database (ORD), a public repository of structured organic reaction records. describe an organic reaction: reactants, conditions, products, and yield Reactants: O=Cc1cc(Cl)cc(Cl)c1, O=[N+]([O-])O, O=S(=O)(O)O. Product: O=Cc1cc(Cl)cc(Cl)c1[N+](=O)[O-]. As a reaction SMILES: [Cl:1][c:2]1[cH:3][c:4]([CH:5]=[O:6])[cH:7][c:8]([Cl:10])[cH:9]1.[OH:11][N+:12]([O-:13])=[O:14].[S:15](=[O:16])(=[O:17])([OH:18])[OH:19]>>[Cl:1][c:2]1[c:3]([N+:12](=[O:11])[O-:13])[c:4]([CH:5]=[O:6])[cH:7][c:8]([Cl:10])[cH:9]1. The reactants are C(C)(C)(C)OC(=O)N1CCC(CC1)NCC=1C=CN2N=CN=C(C21)NC=2C=C1C=NN(C1=CC2)CC2=CC(=CC=C2)F (4-({4-[1-(3-fluoro-benzyl)-1H-indazol-5ylamino]-pyrrolo[2,1-f][1,2,4]triazin-5-ylmethyl}-amino)-piperidin-1-carboxylic acid tert-butyl ester), C(C)(C)(C)OC(=O)N1CCC(CC1)N(C)CC=1C=CN2N=CN=C(C21)NC=2C=C1C=NN(C1=CC2)CC2=CC(=CC=C2)F (4-({4-[1-(3-fluoro-benzyl)-1H-indazol-5-ylamino]-pyrrolo[2,1-f][1,2,4]triazin-5-ylmethyl}-methylamino)-piperidin-1-carboxylic acid tert-butyl ester), C(=O)(C(F)(F)F)O (TFA). Yields the product FC=1C=C(CN2N=CC3=CC(=CC=C23)NC2=NC=NN3C2=C(C=C3)CN(C3CCNCC3)C)C=CC1 ([1-(3-Fluoro-benzyl)-1H-indazol-5-yl]-{5-[(methyl-piperidin-4-yl-amino)-methyl]-pyrrolo[2,1-f][1,2,4]triazin-4-yl}-amine). The yield is 37.0%. As a reaction SMILES: C(OC(N1CCC(NCC2C=CN3C=2C(NC2C=C4C(=CC=2)N(CC2C=CC=C(F)C=2)N=C4)=NC=N3)CC1)=O)(C)(C)C.C(OC([N:50]1[CH2:55][CH2:54][CH:53]([N:56]([CH2:58][C:59]2[CH:60]=[CH:61][N:62]3[C:67]=2[C:66]([NH:68][C:69]2[CH:70]=[C:71]4[C:75](=[CH:76][CH:77]=2)[N:74]([CH2:78][C:79]2[CH:84]=[CH:83][CH:82]=[C:81]([F:85])[CH:80]=2)[N:73]=[CH:72]4)=[N:65][CH:64]=[N:63]3)[CH3:57])[CH2:52][CH2:51]1)=O)(C)(C)C.C(O)(C(F)(F)F)=O>>[F:85][C:81]1[CH:80]=[C:79]([CH:84]=[CH:83][CH:82]=1)[CH2:78][N:74]1[C:75]2[C:71](=[CH:70][C:69]([NH:68][C:66]3[C:67]4=[C:59]([CH2:58][N:56]([CH3:57])[CH:53]5[CH2:52][CH2:51][NH:50][CH2:55][CH2:54]5)[CH:60]=[CH:61][N:62]4[N:63]=[CH:64][N:65]=3)=[CH:77][CH:76]=2)[CH:72]=[N:73]1. Procedure details: Similarly, 4-({4-[1-(3-fluoro-benzyl)-1H-indazol-5ylamino]-pyrrolo[2,1-f][1,2,4]triazin-5-ylmethyl}-amino)-piperidin-1-carboxylic acid tert-butyl ester was convertet to 4-({4-[1-(3-fluoro-benzyl)-1H-indazol-5-ylamino]-pyrrolo[2,1-f][1,2,4]triazin-5-ylmethyl}-methylamino)-piperidin-1-carboxylic acid tert-butyl ester which was treated with TFA at 0° C. for 1 h to give the title compound as a solid (overall yield 37%). MS: 485 (M+H)+; HPLC Ret Time: 0.95 min (YMC 3.0×50 mm S7 C18 column, 2 min grad... Reactants: C(C)C1=C(C=CC(=C1)[N+](=O)[O-])C1=C(C=CC=C1)N=C1NC2(CS1)CCCC2 (2-(2-ethyl-4-nitrophenylphenylimino)-3-thia-1-azaspiro[4.4]nonane), C1(CCCC1)Br (cyclopentyl bromide). The product is C(C)C1=C(C=CC(=C1)[N+](=O)[O-])C1=C(C=CC=C1)N=C1N(C2(CS1)CCCC2)C2CCCC2 (2-(2-ethyl-4-nitrophenylphenylimino)-1-cyclopentyl-3-thia-1-azaspiro[4.4]nonane). As a reaction SMILES: [CH2:1]([C:3]1[CH:8]=[C:7]([N+:9]([O-:11])=[O:10])[CH:6]=[CH:5][C:4]=1[C:12]1[CH:17]=[CH:16][CH:15]=[CH:14][C:13]=1[N:18]=[C:19]1[S:23][CH2:22][C:21]2([CH2:27][CH2:26][CH2:25][CH2:24]2)[NH:20]1)[CH3:2].[CH:28]1(Br)[CH2:32][CH2:31][CH2:30][CH2:29]1>>[CH2:1]([C:3]1[CH:8]=[C:7]([N+:9]([O-:11])=[O:10])[CH:6]=[CH:5][C:4]=1[C:12]1[CH:17]=[CH:16][CH:15]=[CH:14][C:13]=1[N:18]=[C:19]1[S:23][CH2:22][C:21]2([CH2:27][CH2:26][CH2:25][CH2:24]2)[N:20]1[CH:28]1[CH2:32][CH2:31][CH2:30][CH2:29]1)[CH3:2]. Procedure: 2-Ethylaniline was protected as 2-ethylacetanilide according to Method A2a, Step 1. The acetamide was converted to 2-ethyl-4-nitroaniline, then deprotected according to Method A2a, Step 2. The aniline was converted to 2-ethyl-4-nitrophenyl isothiocyanate according to Method A2a, Step 3. 1-Hydroxymethylcyclopentanamine was prepared according to Method B1c. The 2-hydroxyethylamine was converted to 1-chloromethylcyclopentanamine HCl salt according to Method B7e. 1-Chloromethylcyclopentanamine HCl s... The reactants are ClC=1C=C(C(=O)OO)C=CC1 (m-chloroperoxybenzoic acid), C(C)SC=1S[C@H]2N(C1C(=O)OCC1=CC=C(C=C1)[N+](=O)[O-])C([C@@H]2OC)=O (p-nitrobenzyl (5R,6S)-2-ethylthio-6-methoxy-pen-2-em-3-carboxylate). The solvent is C(Cl)Cl (CH2Cl2), CN(C)C=O (DMF), C(Cl)Cl (CH2Cl2). Conditions: time 60 minute. The product is crude residue, C(C)S(=O)C=1S[C@H]2N(C1C(=O)OCC1=CC=C(C=C1)[N+](=O)[O-])C([C@@H]2OC)=O (p-Nitrobenzyl (5R,6S)-2-ethylsulfinyl-6-methoxy-pen-2-em-3-carboxylate). As a reaction SMILES: [CH2:1]([S:3][C:4]1[S:5][C@@H:6]2[C@@H:23]([O:24][CH3:25])[C:22](=[O:26])[N:7]2[C:8]=1[C:9]([O:11][CH2:12][C:13]1[CH:18]=[CH:17][C:16]([N+:19]([O-:21])=[O:20])=[CH:15][CH:14]=1)=[O:10])[CH3:2].ClC1C=C(C=CC=1)C(OO)=[O:32]>CN(C=O)C.C(Cl)Cl>[CH2:1]([S:3]([C:4]1[S:5][C@@H:6]2[C@@H:23]([O:24][CH3:25])[C:22](=[O:26])[N:7]2[C:8]=1[C:9]([O:11][CH2:12][C:13]1[CH:14]=[CH:15][C:16]([N+:19]([O-:21])=[O:20])=[CH:17][CH:18]=1)=[O:10])=[O:32])[CH3:2]. Reported procedure: A solution of p-nitrobenzyl (5R,6S)-2-ethylthio-6-methoxy-pen-2-em-3-carboxylate (96 mg, 0.24 mmol) in anhydrous DMF (1.2 ml) is diluted with CH2Cl2 (2.4 ml) and cooled in an ice-bath. A solution of 85% m-chloroperoxybenzoic acid (51 mg, 0.25 mmol) in CH2Cl2 (1.2 ml) is added dropwise over 2 minutes to the cold, stirring solution. The resulting mixture is kept at 0° for 60 minutes, and then treated with excess Amberlyst-21 resin and stirred and additional 5 minutes. The mixture is filtered and t... The reactants are ClC1=CC=2C3=C(N(C2C=C1)CC(CCCC)(O)C1=CC=C(C=C1)F)CCN(C3)C (1-(8-Chloro-2-methyl-3,4-dihydro-1H-pyrido[4,3-b]indol-5(2H)-yl)-2-(4-fluorophenyl)hexan-2-ol), [OH-].[K+] (KOH). Run in S(=O)(Cl)Cl (thionyl chloride), ice water. Run at time 2 hour. Product: ClC1=CC=2C3=C(N(C2C=C1)\C=C(/CCCC)\C1=CC=C(C=C1)F)CCN(C3)C ((E)-8-chloro-5-(2-(4-fluorophenyl)hex-1-enyl)-2-methyl-2,3,4,5-tetrahydro-1H-pyrido[4,3-b]indole). As a reaction SMILES: [Cl:1][C:2]1[CH:10]=[CH:9][C:8]2[N:7]([CH2:11][C:12]([C:18]3[CH:23]=[CH:22][C:21]([F:24])=[CH:20][CH:19]=3)(O)[CH2:13][CH2:14][CH2:15][CH3:16])[C:6]3[CH2:25][CH2:26][N:27]([CH3:29])[CH2:28][C:5]=3[C:4]=2[CH:3]=1.[OH-].[K+]>S(Cl)(Cl)=O>[Cl:1][C:2]1[CH:10]=[CH:9][C:8]2[N:7](/[CH:11]=[C:12](/[C:18]3[CH:19]=[CH:20][C:21]([F:24])=[CH:22][CH:23]=3)\[CH2:13][CH2:14][CH2:15][CH3:16])[C:6]3[CH2:25][CH2:26][N:27]([CH3:29])[CH2:28][C:5]=3[C:4]=2[CH:3]=1 |f:1.2|. Reported procedure: 1-(8-Chloro-2-methyl-3,4-dihydro-1H-pyrido[4,3-b]indol-5(2H)-yl)-2-(4-fluorophenyl)hexan-2-ol (800 mg, 1.8 mmol) was dissolved in thionyl chloride (5 mL) and the solution was stirred at RT for 2 h. The reaction mixture was concentrated under reduced pressure. The residue was dissolved in N-methyl-2-pyrrolidone, stirred for 5 min. at RT, powdered KOH (725 mg, 1.2 mmol) added, and then heated at 100° C. for 3 h. The reaction mixture was cooled to RT and diluted with ice-water to obtain solid produ...